The task is: describe an organic reaction: reactants, conditions, products, and yield. This data is from the Open Reaction Database (ORD), a public repository of structured organic reaction records. Yields the product CC(=O)Oc1ccc2c(c1)C(=O)c1cc(C(=O)O)ccc1C2=O. The reactants are CC(=O)OC(C)=O, O=C(O)c1ccc2c(c1)C(=O)c1cc(O)ccc1C2=O, O=S(=O)(O)O. RXN SMILES: [CH3:26][C:27](=[O:28])[O:29][C:30](=[O:31])[CH3:32].[O:1]=[C:2]1[c:3]2[cH:4][c:5]([OH:20])[cH:6][cH:7][c:8]2[C:9](=[O:19])[c:10]2[cH:11][cH:12][c:13]([C:16](=[O:17])[OH:18])[cH:14][c:15]21.[S:21](=[O:22])(=[O:23])([OH:24])[OH:25]>>[O:1]=[C:2]1[c:3]2[cH:4][c:5]([O:20][C:27]([CH3:26])=[O:28])[cH:6][cH:7][c:8]2[C:9](=[O:19])[c:10]2[cH:11][cH:12][c:13]([C:16](=[O:17])[OH:18])[cH:14][c:15]21.